This data is from the Open Reaction Database (ORD), a public repository of structured organic reaction records. The task is: describe an organic reaction: reactants, conditions, products, and yield The reactants are BrC=1C=C2C(=C(C=NC2=CC1)C(C(C)C)=O)N1CCC(CC1)CN1CCCC1 (1-{6-bromo-4-[4-(pyrrolidin-1-ylmethyl)piperidin-1-yl]quinolin-3-yl}-2-methylpropan-1-one), ClC1=C(C(=CC(=C1)B1OC(C(O1)(C)C)(C)C)F)O (2-chloro-6-fluoro-4-(4,4,5,5-tetramethyl-1,3,2-dioxaborolan-2-yl)phenol). Product: ClC=1C=C(C=C(C1O)F)C=1C=C2C(=C(C=NC2=CC1)C(C(C)C)=O)N1CCC(CC1)CN1CCCC1 (1-{6-(3-Chloro-5-fluoro-4-hydroxyphenyl)-4-[4-(pyrrolidin-1-ylmethyl)piperidin-1-yl]quinolin-3-yl}-2-methylpropan-1-one). Yield: 79.0%. RXN SMILES: Br[C:2]1[CH:3]=[C:4]2[C:9](=[CH:10][CH:11]=1)[N:8]=[CH:7][C:6]([C:12](=[O:16])[CH:13]([CH3:15])[CH3:14])=[C:5]2[N:17]1[CH2:22][CH2:21][CH:20]([CH2:23][N:24]2[CH2:28][CH2:27][CH2:26][CH2:25]2)[CH2:19][CH2:18]1.[Cl:29][C:30]1[CH:35]=[C:34](B2OC(C)(C)C(C)(C)O2)[CH:33]=[C:32]([F:45])[C:31]=1[OH:46]>>[Cl:29][C:30]1[CH:35]=[C:34]([C:2]2[CH:3]=[C:4]3[C:9](=[CH:10][CH:11]=2)[N:8]=[CH:7][C:6]([C:12](=[O:16])[CH:13]([CH3:15])[CH3:14])=[C:5]3[N:17]2[CH2:18][CH2:19][CH:20]([CH2:23][N:24]3[CH2:25][CH2:26][CH2:27][CH2:28]3)[CH2:21][CH2:22]2)[CH:33]=[C:32]([F:45])[C:31]=1[OH:46]. Reported procedure: Following general procedure D, 1-{6-bromo-4-[4-(pyrrolidin-1-ylmethyl)piperidin-1-yl]quinolin-3-yl}-2-methylpropan-1-one (30 mg, 0.068 mmol) was reacted with 2-chloro-6-fluoro-4-(4,4,5,5-tetramethyl-1,3,2-dioxaborolan-2-yl)phenol (27 mg, 0.102 mmol) to afford the desired product (27.4 mg, 79%) as a yellow-brown solid: 1H NMR (500 MHz, CD3OD) δ 8.77 (s, 1H), 8.27 (d, J=1.8 Hz, 1H), 8.07-7.99 (m, 2H), 7.55-7.51 (m, 1H), 7.44 (dd, J=11.6, 2.2 Hz, 1H), 3.54-3.42 (m, 3H), 3.38-3.33 (m, 4H), 3.21-3.11... Reactants: CCI, CCO, Cl, [Na+], [OH-], O=C1CCCc2c(O)cccc21. Yields the product CCOc1cccc2c1CCCC2=O. As a reaction SMILES: [CH2:15]([CH3:16])[I:17].[CH3:18][CH2:19][OH:20].[ClH:21].[Na+:14].[OH-:13].[OH:1][c:2]1[c:3]2[c:8]([cH:9][cH:10][cH:11]1)[C:7](=[O:12])[CH2:6][CH2:5][CH2:4]2>>[O:1]([c:2]1[c:3]2[c:8]([cH:9][cH:10][cH:11]1)[C:7](=[O:12])[CH2:6][CH2:5][CH2:4]2)[CH2:15][CH3:16]. Starting materials: CC(C)(C)OOC(C)(C)C, CCCCO[PH2]=O, C=CCO, c1ccccc1. Product: O=P1(c2ccccc2)CCCO1. Reaction SMILES: [C:5]([O:6][O:7][C:8]([CH3:9])([CH3:10])[CH3:11])([CH3:12])([CH3:13])[CH3:14].[CH2:15]([CH2:16][CH2:17][CH3:18])[O:19][PH2:20]=[O:21].[OH:1][CH2:2][CH:3]=[CH2:4].[cH:22]1[cH:23][cH:24][cH:25][cH:26][cH:27]1>>[CH2:15]1[CH2:16][CH2:17][P:20](=[O:21])([c:22]2[cH:23][cH:24][cH:25][cH:26][cH:27]2)[O:19]1. Reactants: NC=1C=CC2=C(NC(CCC2)=O)C1 (8-amino-1,3,4,5-tetrahydro-benzo[b]azepin-2-one), ClC1=NC=C(C(=N1)NC1=C(C(=O)NC)C=C(C=C1F)C=1C=NN(C1)C)Cl (2-(2,5-dichloro-pyrimidin-4-ylamino)-3-fluoro-N-methyl-5-(1-methyl-1H-pyrazol-4-yl)-benzamide). Yields the product ClC=1C(=NC(=NC1)NC=1C=CC2=C(NC(CCC2)=O)C1)NC1=C(C(=O)NC)C=C(C=C1F)C=1C=NN(C1)C (2-[5-Chloro-2-(2-oxo-2,3,4,5-tetrahydro-1H-benzo[b]azepin-8-ylamino)-pyrimidin-4-ylamino]-3-fluoro-N-methyl-5-(1-methyl-1H-pyrazol-4-yl)-benzamide), solid. Isolated yield 77.0%. Reaction SMILES: [NH2:1][C:2]1[CH:3]=[CH:4][C:5]2[CH2:11][CH2:10][CH2:9][C:8](=[O:12])[NH:7][C:6]=2[CH:13]=1.Cl[C:15]1[N:20]=[C:19]([NH:21][C:22]2[C:31]([F:32])=[CH:30][C:29]([C:33]3[CH:34]=[N:35][N:36]([CH3:38])[CH:37]=3)=[CH:28][C:23]=2[C:24]([NH:26][CH3:27])=[O:25])[C:18]([Cl:39])=[CH:17][N:16]=1>>[Cl:39][C:18]1[C:19]([NH:21][C:22]2[C:31]([F:32])=[CH:30][C:29]([C:33]3[CH:34]=[N:35][N:36]([CH3:38])[CH:37]=3)=[CH:28][C:23]=2[C:24]([NH:26][CH3:27])=[O:25])=[N:20][C:15]([NH:1][C:2]2[CH:3]=[CH:4][C:5]3[CH2:11][CH2:10][CH2:9][C:8](=[O:12])[NH:7][C:6]=3[CH:13]=2)=[N:16][CH:17]=1. Procedure: 2-[5-Chloro-2-(2-oxo-2,3,4,5-tetrahydro-1H-benzo[b]azepin-8-ylamino)-pyrimidin-4-ylamino]-3-fluoro-N-methyl-5-(1-methyl-1H-pyrazol-4-yl)-benzamide was prepared from 8-amino-1,3,4,5-tetrahydro-benzo[b]azepin-2-one and 2-(2,5-dichloro-pyrimidin-4-ylamino)-3-fluoro-N-methyl-5-(1-methyl-1H-pyrazol-4-yl)-benzamide in an analogous manner to Example 1410. Product isolated as a gray solid (142 mg, 77%). m.p.=281-283° C.; LCMS (m/e) 535 (M+H); 1H-NMR (d6-DMSO, 400 MHz) δ 9.52 (bs, 1H), 9.47-9.38 (m, 2H),... Reactants: [OH-].[Na+] (NaOH), BrC=1C=C2C(=C(C=NC2=CC1)C(=O)OCC)NC1CCOCC1 (ethyl 6-bromo-4-(oxan-4-ylamino)quinoline-3-carboxylate), product. Solvent: CCO (EtOH). Conditions: temperature 75 celsius. Product: BrC=1C=C2C(=C(C=NC2=CC1)C(=O)O)NC1CCOCC1 (6-Bromo-4-(oxan-4-ylamino)quinoline-3-carboxylic acid). The yield is 100.6%. As a reaction SMILES: [Br:1][C:2]1[CH:3]=[C:4]2[C:9](=[CH:10][CH:11]=1)[N:8]=[CH:7][C:6]([C:12]([O:14]CC)=[O:13])=[C:5]2[NH:17][CH:18]1[CH2:23][CH2:22][O:21][CH2:20][CH2:19]1.[OH-].[Na+]>CCO>[Br:1][C:2]1[CH:3]=[C:4]2[C:9](=[CH:10][CH:11]=1)[N:8]=[CH:7][C:6]([C:12]([OH:14])=[O:13])=[C:5]2[NH:17][CH:18]1[CH2:23][CH2:22][O:21][CH2:20][CH2:19]1 |f:1.2|. Procedure details: On a larger scale, ethyl 6-bromo-4-(oxan-4-ylamino)quinoline-3-carboxylate (1925 g, 5.08 mol) was charged to the vessel with EtOH (12.5 L). 2M NaOH (12.5 L, 25.03 mol) was then added with an exotherm from 22-35° C. over the 20 minute addition. The batch was heated to 70-80° C. for 17 h at which point HPLC indicated 98.3% product and <1% starting material. The batch was concentrated in vacuo to remove EtOH and returned to the vessel. A 2M HCl solution (13 L) was then added until pH 5-6 was obtain... Starting materials: acyloxyalkyl carbamates, C1CC1(C(=O)O)N (ACPC), CC(C(=O)OC(C(C)C)OC(=O)ON1C(CCC1=O)=O)C (1-(2,5-dioxoazolidinyloxycarbonyloxy)-2-methylpropyl 2-methylpropanoate). The product is C(C(C)C)(=O)OC(C(C)C)OC(=O)NC1(CC1)C(=O)O (1-(1-Isobutyryloxy-2-methyl-propoxycarbonylamino)-cyclopropanecarboxylic Acid). Yield: 51.5%. RXN SMILES: [CH2:1]1[C:3]([NH2:7])([C:4]([OH:6])=[O:5])[CH2:2]1.[CH3:8][CH:9]([CH3:28])[C:10]([O:12][CH:13]([O:17][C:18](ON1C(=O)CCC1=O)=[O:19])[CH:14]([CH3:16])[CH3:15])=[O:11]>>[C:10]([O:12][CH:13]([O:17][C:18]([NH:7][C:3]1([C:4]([OH:6])=[O:5])[CH2:2][CH2:1]1)=[O:19])[CH:14]([CH3:15])[CH3:16])(=[O:11])[CH:9]([CH3:28])[CH3:8]. Procedure details: Following the general procedure for the synthesis of acyloxyalkyl carbamates, ACPC (121 mg, 1.2 mmol) and 1-(2,5-dioxoazolidinyloxycarbonyloxy)-2-methylpropyl 2-methylpropanoate (301 mg, 1.0 mmol) were reacted to provide 148 mg (51% yield) of the title compound (2) as a white powder after work-up and mass-guided preparative HPLC purification. M.p.: 127.4-129.0° C. 1H NMR (CDCl3, 400 MHz): δ=6.59 (d, 1H), 5.68 (br s, 0.3H), 5.39 (s, 0.7H), 2.58 (m, 1H), 2.01 (m, 1H), 1.61 (m, 2H), 1.30 (m, 2H), 1... Reactants: O=C([O-])[O-], CN(C)C=O, Cl, [K+], [K+], O, Oc1ccc(S)cc1, Cc1ccc(S(=O)(=O)OCC(F)(F)F)cc1. Yields the product Oc1ccc(SCC(F)(F)F)cc1. As a reaction SMILES: [C:1](=[O:2])([O-:3])[O-:4].[CH3:33][N:34]([CH3:35])[CH:36]=[O:37].[ClH:31].[K+:5].[K+:6].[OH2:32].[OH:7][c:8]1[cH:9][cH:10][c:11]([SH:14])[cH:12][cH:13]1.[c:15]1([CH3:16])[cH:17][cH:18][c:19]([S:20]([O:21][CH2:25][C:26]([F:27])([F:28])[F:29])(=[O:22])=[O:23])[cH:24][cH:30]1>>[OH:7][c:8]1[cH:9][cH:10][c:11]([S:14][CH2:25][C:26]([F:27])([F:28])[F:29])[cH:12][cH:13]1. The reactants are O=C([O-])O, CC(=O)OC(C)=O, CCOC(C)=O, CC(=O)O, Cc1ccccc1CC(O)c1ccc(C(=O)N2CCCC(CC(=O)N3CCN(C)CC3)c3cc(Cl)ccc32)cc1, [Na+], O=S(=O)(O)O. Yields the product CC(=O)OC(Cc1ccccc1C)c1ccc(C(=O)N2CCCC(CC(=O)N3CCN(C)CC3)c3cc(Cl)ccc32)cc1. Reaction SMILES: [C:53](=[O:54])([O-:55])[OH:56].[CH3:41][C:42](=[O:43])[O:44][C:45](=[O:46])[CH3:47].[CH3:58][CH2:59][O:60][C:61](=[O:62])[CH3:63].[CH3:64][C:65](=[O:66])[OH:67].[Cl:1][c:2]1[cH:3][cH:4][c:5]2[c:6]([cH:40]1)[CH:7]([CH2:30][C:31](=[O:32])[N:33]1[CH2:34][CH2:35][N:36]([CH3:39])[CH2:37][CH2:38]1)[CH2:8][CH2:9][CH2:10][N:11]2[C:12]([c:13]1[cH:14][cH:15][c:16]([CH:19]([CH2:20][c:21]2[c:22]([CH3:27])[cH:23][cH:24][cH:25][cH:26]2)[OH:28])[cH:17][cH:18]1)=[O:29].[Na+:57].[S:48](=[O:49])(=[O:50])([OH:51])[OH:52]>>[Cl:1][c:2]1[cH:3][cH:4][c:5]2[c:6]([cH:40]1)[CH:7]([CH2:30][C:31](=[O:32])[N:33]1[CH2:34][CH2:35][N:36]([CH3:39])[CH2:37][CH2:38]1)[CH2:8][CH2:9][CH2:10][N:11]2[C:12]([c:13]1[cH:14][cH:15][c:16]([CH:19]([CH2:20][c:21]2[c:22]([CH3:27])[cH:23][cH:24][cH:25][cH:26]2)[O:28][C:42]([CH3:41])=[O:43])[cH:17][cH:18]1)=[O:29]. Starting materials: FC(C(=O)O)(F)F.N[C@H]1CN(CC1)C1=NC(=C2N=CN(C2=N1)[C@H]1[C@@H]([C@@H]([C@H](C1)NC(COCC1=CC=CC=C1)=O)O)O)NCC(C1=CC=CC=C1)C1=CC=CC=C1 (N-{(1S,2R,3S,4R)-4-[2-((R)-3-Amino-pyrrolidin-1-yl)-6-(2,2-diphenyl-ethylamino)-purin-9-yl]-2,3-dihydroxy-cyclopentyl}-2-benzyloxy-acetamide trifluoroacetate), C(CN)N (ethylene diamine), ClC1=NC(=C2N=CN(C2=N1)[C@H]1[C@@H]([C@@H]([C@H](C1)NC(CC)=O)O)O)NCC(C1=CC=CC=C1)C1=CC=CC=C1 (N-{(1S,2R,3S,4R)-4-[2-chloro-6-(2,2-diphenyl-ethylamino)-purin-9-yl]-2,3-dihydroxy-cyclopentyl}-propionamide), ClC1=NC(=C2N=CN(C2=N1)[C@H]1[C@@H]([C@@H]([C@H](C1)NC(CC)=O)O)O)NCC(C1=CC=CC=C1)C1=CC=CC=C1 (N-{(1S,2R,3S,4R)-4-[2-chloro-6-(2,2-diphenyl-ethylamino)-purin-9-yl]-2,3-dihydroxy-cyclopentyl}-propionamide). Product: FC(C(=O)O)(F)F.NCCNC1=NC(=C2N=CN(C2=N1)[C@H]1[C@@H]([C@@H]([C@H](C1)NC(CC)=O)O)O)NCC(C1=CC=CC=C1)C1=CC=CC=C1 (N-{(1S,2R,3S,4R)-4-[2-(2-Amino-ethylamino)-6-(2,2-diphenyl-ethylamino)-purin-9-yl]-2,3-dihydroxy-cyclopentyl}-propionamide trifluoroacetate). Reaction SMILES: [F:1][C:2]([F:7])([F:6])[C:3]([OH:5])=[O:4].[NH2:8][C@@H:9]1CC[N:11]([C:14]2[N:22]=[C:21]3[C:17]([N:18]=[CH:19][N:20]3[C@@H:23]3[CH2:27][C@H:26]([NH:28][C:29](=[O:39])[CH2:30]OCC4C=CC=CC=4)[C@@H:25]([OH:40])[C@H:24]3[OH:41])=[C:16]([NH:42][CH2:43][CH:44]([C:51]3[CH:56]=[CH:55][CH:54]=[CH:53][CH:52]=3)[C:45]3[CH:50]=[CH:49][CH:48]=[CH:47][CH:46]=3)[N:15]=2)[CH2:10]1.Cl[C:58]1N=C2C(N=CN2[C@@H]2C[C@H](NC(=O)CC)[C@@H](O)[C@H]2O)=C(NCC(C2C=CC=CC=2)C2C=CC=CC=2)N=1.C(N)CN>>[F:1][C:2]([F:7])([F:6])[C:3]([OH:5])=[O:4].[NH2:8][CH2:9][CH2:10][NH:11][C:14]1[N:22]=[C:21]2[C:17]([N:18]=[CH:19][N:20]2[C@@H:23]2[CH2:27][C@H:26]([NH:28][C:29](=[O:39])[CH2:30][CH3:58])[C@@H:25]([OH:40])[C@H:24]2[OH:41])=[C:16]([NH:42][CH2:43][CH:44]([C:45]2[CH:50]=[CH:49][CH:48]=[CH:47][CH:46]=2)[C:51]2[CH:56]=[CH:55][CH:54]=[CH:53][CH:52]=2)[N:15]=1 |f:0.1,4.5|. Reported procedure: The title compound is prepared analogously to N-{(1S,2R,3S,4R)-4-[2-((R)-3-amino-pyrrolidin-1-yl)-6-(2,2-diphenyl-ethylamino)-purin-9-yl]-2,3-dihydroxy-cyclopentyl}-2-benzyloxy-acetamide trifluoroacetate (Example 1 step 2) by replacing 2-benzyloxy-N-{(1S,2R,3S,4R)-4-[2-chloro-6-(2,2-diphenyl-ethylamino)-purin-9-yl]-2,3-dihydroxy-cyclopentyl}-acetamide with N-{(1S,2R,3S,4R)-4-[2-chloro-6-(2,2-diphenyl-ethylamino)-purin-9-yl]-2,3-dihydroxy-cyclopentyl}-propionamide (Intermediate J) and by replacin... Reactants: CCNCC, C1CCOC1, CS(=O)(=O)c1nc(OCc2ccc(F)c(F)c2)c(-c2ccc(Cl)cc2)c(-c2ccc(Cl)cc2Cl)n1. Product: CCN(CC)c1nc(OCc2ccc(F)c(F)c2)c(-c2ccc(Cl)cc2)c(-c2ccc(Cl)cc2Cl)n1. Reaction SMILES: [CH2:36]([CH3:37])[NH:38][CH2:39][CH3:40].[CH2:41]1[O:42][CH2:43][CH2:44][CH2:45]1.[CH3:1][S:2](=[O:3])(=[O:4])[c:5]1[n:6][c:7](-[c:28]2[c:29]([Cl:35])[cH:30][c:31]([Cl:34])[cH:32][cH:33]2)[c:8](-[c:21]2[cH:22][cH:23][c:24]([Cl:27])[cH:25][cH:26]2)[c:9]([O:11][CH2:12][c:13]2[cH:14][c:15]([F:20])[c:16]([F:19])[cH:17][cH:18]2)[n:10]1>>[c:5]1([N:38]([CH2:36][CH3:37])[CH2:39][CH3:40])[n:6][c:7](-[c:28]2[c:29]([Cl:35])[cH:30][c:31]([Cl:34])[cH:32][cH:33]2)[c:8](-[c:21]2[cH:22][cH:23][c:24]([Cl:27])[cH:25][cH:26]2)[c:9]([O:11][CH2:12][c:13]2[cH:14][c:15]([F:20])[c:16]([F:19])[cH:17][cH:18]2)[n:10]1.